Task: describe an organic reaction: reactants, conditions, products, and yield. Dataset: the Open Reaction Database (ORD), a public repository of structured organic reaction records As a reaction SMILES: C(SC1C=C(O)C(=O)NC=1)C1C=CC=CC=1.[Cl:17][C:18]1[CH:19]=[C:20]([CH:33]=[C:34]([F:36])[CH:35]=1)[CH2:21][S:22][C:23]1[CH:24]=[C:25]([O:31]C)[C:26]([O:29]C)=[N:27][CH:28]=1>>[Cl:17][C:18]1[CH:19]=[C:20]([CH:33]=[C:34]([F:36])[CH:35]=1)[CH2:21][S:22][C:23]1[CH:24]=[C:25]([OH:31])[C:26](=[O:29])[NH:27][CH:28]=1. Product: ClC=1C=C(CSC=2C=C(C(NC2)=O)O)C=C(C1)F (5-[(3-Chloro-5-fluorobenzyl)sulfanyl]-3-hydroxypyridin-2(1H)-one). Reported procedure: Prepared as described for 5-(benzylsulfanyl)-3-hydroxypyridin-2(1H)-one (Example 1) from 5-[(3-chloro-5-fluorobenzyl)sulfanyl]-2,3-dimethoxypyridine (Intermediate 13). Reactants: C(C1=CC=CC=C1)SC=1C=C(C(NC1)=O)O (5-(benzylsulfanyl)-3-hydroxypyridin-2(1H)-one), ClC=1C=C(CSC=2C=C(C(=NC2)OC)OC)C=C(C1)F (5-[(3-chloro-5-fluorobenzyl)sulfanyl]-2,3-dimethoxypyridine), ClC=1C=C(CSC=2C=C(C(=NC2)OC)OC)C=C(C1)F (5-[(3-chloro-5-fluorobenzyl)sulfanyl]-2,3-dimethoxypyridine). Starting materials: BrCC1CC1, [Li]CCCC, CN(C)P(=O)(N(C)C)N(C)C, C1CCOC1, C#CC(C)C1CCCCO1. Product: CC(C#CCC1CC1)C1CCCCO1. RXN SMILES: [Br:21][CH2:22][CH:23]1[CH2:24][CH2:25]1.[CH2:16]([Li:17])[CH2:18][CH2:19][CH3:20].[CH3:26][N:27]([CH3:28])[P:29](=[O:30])([N:31]([CH3:32])[CH3:33])[N:34]([CH3:35])[CH3:36].[O:11]1[CH2:12][CH2:13][CH2:14][CH2:15]1.[O:1]1[CH:2]([CH:7]([CH3:8])[C:9]#[CH:10])[CH2:3][CH2:4][CH2:5][CH2:6]1>>[O:1]1[CH:2]([CH:7]([CH3:8])[C:9]#[C:10][CH2:15][CH:14]2[CH2:12][CH2:13]2)[CH2:3][CH2:4][CH2:5][CH2:6]1.